Dataset: the Open Reaction Database (ORD), a public repository of structured organic reaction records. Task: describe an organic reaction: reactants, conditions, products, and yield The reactants are C1CCOC1, CO, [Na+], [OH-], O=C(O)CC(O)(CC(=O)O)C(=O)O, COC(=O)c1cccc2ccn(Cc3ccc(-c4ccccc4)cc3)c12. Yields the product O=C(O)c1cccc2ccn(Cc3ccc(-c4ccccc4)cc3)c12. Reaction SMILES: [CH2:44]1[O:45][CH2:46][CH2:47][CH2:48]1.[CH3:27][OH:28].[Na+:30].[OH-:29].[OH:31][C:32]([CH2:33][C:34]([C:35](=[O:36])[OH:37])([CH2:38][C:39](=[O:40])[OH:41])[OH:42])=[O:43].[c:1]1(-[c:21]2[cH:22][cH:23][cH:24][cH:25][cH:26]2)[cH:2][cH:3][c:4]([CH2:7][n:8]2[cH:9][cH:10][c:11]3[cH:12][cH:13][cH:14][c:15]([C:17](=[O:18])[O:19][CH3:20])[c:16]23)[cH:5][cH:6]1>>[c:1]1(-[c:21]2[cH:22][cH:23][cH:24][cH:25][cH:26]2)[cH:2][cH:3][c:4]([CH2:7][n:8]2[cH:9][cH:10][c:11]3[cH:12][cH:13][cH:14][c:15]([C:17](=[O:18])[OH:19])[c:16]23)[cH:5][cH:6]1.